This data is from the Open Reaction Database (ORD), a public repository of structured organic reaction records. The task is: describe an organic reaction: reactants, conditions, products, and yield Starting materials: FC(OC1=CC=C(C=C1)S(=O)(=O)Cl)(F)F (4-Trifluoromethoxyphenylsulfonyl chloride), Cl.O.N1CCC(CC1)=O (4-piperidone monohydrate hydrochloride), C(C)(C)N(C(C)C)CC (N,N-diisopropylethylamine). Solvent: C(Cl)Cl (CH2Cl2). Reaction conditions: time 20 hour. Product: FC(OC1=CC=C(C=C1)S(=O)(=O)N1CCC(CC1)=O)(F)F (1-(4-(trifluoromethoxy)phenylsulfonyl)piperidin-4-one). Yield: 80.9%. As a reaction SMILES: [F:1][C:2]([F:15])([F:14])[O:3][C:4]1[CH:9]=[CH:8][C:7]([S:10](Cl)(=[O:12])=[O:11])=[CH:6][CH:5]=1.Cl.O.[NH:18]1[CH2:23][CH2:22][C:21](=[O:24])[CH2:20][CH2:19]1.C(N(CC)C(C)C)(C)C>C(Cl)Cl>[F:1][C:2]([F:15])([F:14])[O:3][C:4]1[CH:9]=[CH:8][C:7]([S:10]([N:18]2[CH2:23][CH2:22][C:21](=[O:24])[CH2:20][CH2:19]2)(=[O:12])=[O:11])=[CH:6][CH:5]=1 |f:1.2.3|. Reported procedure: 4-Trifluoromethoxyphenylsulfonyl chloride (4.34 g, 16.7 mmol) was added to a solution of 4-piperidone monohydrate hydrochloride (2.99 g, 19.5 mmol) and N,N-diisopropylethylamine (9.50 ml, 57.5 mmol) in CH2Cl2 (50 ml) at 0° C. and stirred at room temperature for 20 hours. The reaction mixture was concentrated in vacuo and the residue was diluted with ethyl acetate (250 ml), washed with aqueous 1 N HCl solution (50 ml), H2O (50 ml), saturated aqueous NaHCO3 solution (50 ml) and brine (50 ml), drie... Reactants: Ti(Oi-Pr)4, CC[Mg+].[Br-] (EtMgBr), COC(C1=CC=C(C=C1)C=1C=NC(=CC1)C1(CC1)NC(=O)OC(C)(C)C)=O (4-[6-(1-tert-butoxycarbonylamino-cyclopropyl)-pyridin-3-yl]-benzoic acid methyl ester), Ti(Oi-Pr)4, CC[Mg+].[Br-] (EtMgBr). Run at time 1 hour. Reaction SMILES: CO[C:3](=[O:27])[C:4]1[CH:9]=[CH:8][C:7]([C:10]2[CH:11]=[N:12][C:13]([C:16]3([NH:19][C:20]([O:22][C:23]([CH3:26])([CH3:25])[CH3:24])=[O:21])[CH2:18][CH2:17]3)=[CH:14][CH:15]=2)=[CH:6][CH:5]=1.[CH3:28][CH2:29][Mg+].[Br-]>C1COCC1>[C:23]([O:22][C:20](=[O:21])[NH:19][C:16]1([C:13]2[CH:14]=[CH:15][C:10]([C:7]3[CH:8]=[CH:9][C:4]([C:3]4([OH:27])[CH2:29][CH2:28]4)=[CH:5][CH:6]=3)=[CH:11][N:12]=2)[CH2:17][CH2:18]1)([CH3:25])([CH3:26])[CH3:24] |f:1.2|. Yields the product C(C)(C)(C)OC(NC1(CC1)C1=NC=C(C=C1)C1=CC=C(C=C1)C1(CC1)O)=O ((1-{5-[4-(1-hydroxy-cyclopropyl)-phenyl]-pyridin-2-yl}-cyclopropyl)-carbamic acid tert-butyl ester). Yield: 77.8%. Reported procedure: To a solution of 4-[6-(1-tert-butoxycarbonylamino-cyclopropyl)-pyridin-3-yl]-benzoic acid methyl ester (0.68 g, 1.8 mmol) in THF (20 mL) was added Ti(Oi-Pr)4 (0.54 mL, 1.8 mmol). To this mixture was slowly added EtMgBr (3M in Et2O, 1.2 mL, 3.7 mmol) over 30 minutes. The reaction was allowed to stir at room temperature for 1 h. Ti(Oi-Pr)4 (1.1 mL, 3.2 mmol) and EtMgBr (3M in Et2O, 1.2 mL, 3.7 mmol) were again added to the solution and the reaction stirred for 30 minutes. The mixture was quenched ... Run in C1CCOC1 (THF). Starting materials: ClC1=C(C=CC=C1)OC (o-chloroanisole), CC1(NC(CCC1)(C)C)C (2,2,6,6-tetramethylpiperidine), C(C)C1C(N(CCCC1)C)=O (3-Ethylhexahydro-1-methyl-2H-azepin-2-one), C(CCC)[Li] (butyl lithium), C(CCC)[Li] (butyl lithium). Solvent: O1CCCC1 (tetrahydrofuran), O (water), O1CCCC1 (tetrahydrofuran), CCCCCC (hexane), O1CCCC1 (tetrahydrofuran), CCCCCC (hexane). The product is C(C)C1(C(N(CCCC1)C)=O)C1=CC(=CC=C1)OC (3-Ethylhexahydro-3-(3-methoxyphenyl)-1-methyl-2H-azepin-2-one). As a reaction SMILES: CC1(C)CCCC(C)(C)N1.C([Li])CCC.[CH2:16]([CH:18]1[CH2:24][CH2:23][CH2:22][CH2:21][N:20]([CH3:25])[C:19]1=[O:26])[CH3:17].Cl[C:28]1[CH:33]=[CH:32][CH:31]=[CH:30][C:29]=1[O:34][CH3:35]>CCCCCC.O1CCCC1.O>[CH2:16]([C:18]1([C:33]2[CH:32]=[CH:31][CH:30]=[C:29]([O:34][CH3:35])[CH:28]=2)[CH2:24][CH2:23][CH2:22][CH2:21][N:20]([CH3:25])[C:19]1=[O:26])[CH3:17]. Reported procedure: 2,2,6,6-tetramethylpiperidine (8.48 g) was added dropwise with cooling and stirring under nitrogen to a solution of butyl lithium (0.05 mole) in hexane (31.25 ml) and tetrahydrofuran (15 ml). 3-Ethylhexahydro-1-methyl-2H-azepin-2-one (7.75 g) in dry tetrahydrofuran (20 ml) was added. On completion of this addition a further portion of butyl lithium (0.06 mole) in hexane (37.5 ml) was added with cooling. After ten minutes o-chloroanisole (8.54 g) was added dropwise in tetrahydrofuran (20 ml). The... The reactants are Cl, O=c1c(=O)c2ccc(O)cc2c1=O, NNC(=S)Nc1ccccc1. Product: O=c1c(=NNC(=S)Nc2ccccc2)c(=O)c2cc(O)ccc12. RXN SMILES: [ClH:14].[OH:1][c:2]1[cH:3][c:4]2[c:5](=[O:13])[c:6](=[O:12])[c:7](=[O:11])[c:8]2[cH:9][cH:10]1.[c:15]1([NH:21][C:22]([NH:23][NH2:24])=[S:25])[cH:16][cH:17][cH:18][cH:19][cH:20]1>>[OH:1][c:2]1[cH:3][c:4]2[c:5](=[O:13])[c:6](=[N:24][NH:23][C:22]([NH:21][c:15]3[cH:16][cH:17][cH:18][cH:19][cH:20]3)=[S:25])[c:7](=[O:11])[c:8]2[cH:9][cH:10]1. Reactants: S(=O)(Cl)Cl (Thionyl chloride), CC1=C(C=NN1C1=CC=C(C=C1)C)C(=O)O (5-methyl-1-(4-methylphenyl)-1H-pyrazole-4-carboxylic acid), C(C)OC(=O)C1(CCC2(OCCO2)CC1)C1=NC=C(C=C1)N (8-(5-aminopyridin-2-yl)-1,4-dioxaspiro[4.5]decane-8-carboxylic acid ethyl ester), Cl (hydrochloric acid). Solvent: CN(C=O)C (N,N-dimethylformamide), N1=CC=CC=C1 (pyridine), C1(=CC=CC=C1)C (toluene). Conditions: temperature 80 celsius. Product: C(C)OC(=O)C1(CCC2(OCCO2)CC1)C1=NC=C(C=C1)NC(=O)C=1C=NN(C1C)C1=CC=C(C=C1)C (8-[5-({[5-Methyl-1-(4-methylphenyl)-1H-pyrazol-4-yl]carbonyl}amino)pyridin-2-yl]-1,4-dioxaspiro[4.5]decane-8-carboxylic acid ethyl ester). The yield is 81.6%. As a reaction SMILES: S(Cl)(Cl)=O.[CH3:5][C:6]1[N:10]([C:11]2[CH:16]=[CH:15][C:14]([CH3:17])=[CH:13][CH:12]=2)[N:9]=[CH:8][C:7]=1[C:18]([OH:20])=O.[CH2:21]([O:23][C:24]([C:26]1([C:36]2[CH:41]=[CH:40][C:39]([NH2:42])=[CH:38][N:37]=2)[CH2:35][CH2:34][C:29]2([O:33][CH2:32][CH2:31][O:30]2)[CH2:28][CH2:27]1)=[O:25])[CH3:22].Cl>C1(C)C=CC=CC=1.N1C=CC=CC=1.CN(C)C=O>[CH2:21]([O:23][C:24]([C:26]1([C:36]2[CH:41]=[CH:40][C:39]([NH:42][C:18]([C:7]3[CH:8]=[N:9][N:10]([C:11]4[CH:12]=[CH:13][C:14]([CH3:17])=[CH:15][CH:16]=4)[C:6]=3[CH3:5])=[O:20])=[CH:38][N:37]=2)[CH2:35][CH2:34][C:29]2([O:30][CH2:31][CH2:32][O:33]2)[CH2:28][CH2:27]1)=[O:25])[CH3:22]. Reported procedure: Thionyl chloride (185 mg) and N,N-dimethylformamide (catalytic amounts) were added at room temperature to a solution of 5-methyl-1-(4-methylphenyl)-1H-pyrazole-4-carboxylic acid (210 mg) described in Reference Example 4 in toluene (3.0 ml) and stirred at 80° C. for an hour. The solvent and excess amounts of thionyl chloride were evaporated. The resulting reaction mixture of a pyridine solution (1.5 ml) was added to a solution of 8-(5-aminopyridin-2-yl)-1,4-dioxaspiro[4.5]decane-8-carboxylic acid... The product is OC1=C(C(=O)OC)C=CC=C1C(=O)OC (dimethyl 2-hydroxyisophthalate). Reactants: COC1=C(C(=O)OC)C=CC=C1C(=O)OC (dimethyl 2-methoxyisophthalate), B(Cl)(Cl)Cl (BCl3). Reaction SMILES: C[O:2][C:3]1[C:12]([C:13]([O:15][CH3:16])=[O:14])=[CH:11][CH:10]=[CH:9][C:4]=1[C:5]([O:7][CH3:8])=[O:6].B(Cl)(Cl)Cl>>[OH:2][C:3]1[C:12]([C:13]([O:15][CH3:16])=[O:14])=[CH:11][CH:10]=[CH:9][C:4]=1[C:5]([O:7][CH3:8])=[O:6]. Procedure: A potassium salt of a phenol is needed for the next step in the reaction. The preferred potassium salt of a phenolic ester is made in two steps starting from commercially available 2-methoxyisophthalic acid. It is first reacted with trimethyloxonium tetrafluoroborate (Me3OBF4) and diisopropylethylamine ("iPr2NEt") under conditions effective to produce dimethyl 2-methoxyisophthalate. Gerecke, et al. Helv. Chim. Acta., 59:2551 (1976), which is hereby incorporated by reference. Then, the methyl eth... Starting materials: NCCC1=C(C=C(C=C1)O)OCOC (4-(2-Aminoethyl)-3-methoxymethoxyphenol), C([O-])(O)=O.[Na+] (sodium bicarbonate), C(#N)C=1C=CC(=C(C1)S(=O)(=O)Cl)OC (5-cyano-2-methoxybenzenesulfonyl chloride). Run in O1CCCC1 (tetrahydrofuran), O (water), O1CCCC1 (tetrahydrofuran). Run at time 8 hour. Product: C(#N)C=1C=CC(=C(C1)S(=O)(=O)NCCC1=C(C=C(C=C1)O)OCOC)OC (5-cyano-N-[2-(4-hydroxy-2-methoxymethoxyphenyl)ethyl]-2-methoxybenzenesulfonamide). Isolated yield 89.4%. As a reaction SMILES: [NH2:1][CH2:2][CH2:3][C:4]1[CH:9]=[CH:8][C:7]([OH:10])=[CH:6][C:5]=1[O:11][CH2:12][O:13][CH3:14].C(=O)(O)[O-].[Na+].[C:20]([C:22]1[CH:23]=[CH:24][C:25]([O:32][CH3:33])=[C:26]([S:28](Cl)(=[O:30])=[O:29])[CH:27]=1)#[N:21]>O1CCCC1.O>[C:20]([C:22]1[CH:23]=[CH:24][C:25]([O:32][CH3:33])=[C:26]([S:28]([NH:1][CH2:2][CH2:3][C:4]2[CH:9]=[CH:8][C:7]([OH:10])=[CH:6][C:5]=2[O:11][CH2:12][O:13][CH3:14])(=[O:30])=[O:29])[CH:27]=1)#[N:21] |f:1.2|. Procedure details: 4-(2-Aminoethyl)-3-methoxymethoxyphenol (12.3 g) and 7.9 g of sodium bicarbonate were suspended in a mixture of 133 mL of tetrahydrofuran and 14.4 mL of water, to the suspension was added 18 mL portions of a solution of 14.50 g of 5-cyano-2-methoxybenzenesulfonyl chloride in 180 mL of tetrahydrofuran every 10 minutes while the internal temperature was kept at 10-20° C. After being stirred at room temperature for 8 hours, the reaction mixture was purified by column chromatography on aminopropylat...